Dataset: the Open Reaction Database (ORD), a public repository of structured organic reaction records. Task: describe an organic reaction: reactants, conditions, products, and yield Reaction SMILES: C([O:8][C:9]1[C:17]([O:18][CH3:19])=[CH:16][CH:15]=[C:14]2[C:10]=1[CH:11]=[C:12]([C:20]([O:22][CH3:23])=[O:21])[NH:13]2)C1C=CC=CC=1>[Pd].C(OCC)(=O)C>[OH:8][C:9]1[C:17]([O:18][CH3:19])=[CH:16][CH:15]=[C:14]2[C:10]=1[CH:11]=[C:12]([C:20]([O:22][CH3:23])=[O:21])[NH:13]2. Yield: 90.8%. Yields the product OC1=C2C=C(NC2=CC=C1OC)C(=O)OC (Methyl 4-Hydroxy-5-methoxyindole-2-carboxylate). Solvent: C(C)(=O)OCC (ethyl acetate). Procedure: 5% Palladium on carbon (0.3 g) and methyl 4-benzyloxy-5-methoxyindole-2-carboxylate (2.0 g) in ethyl acetate (30 ml) were vigorously stirred under an atmosphere of hydrogen for 16 hours. The reaction was filtered through celite and the concentrated in vacuo to give the product as a cream solid (1.29 g, 91%); NMR d (CD3SOCD3) 3.74 (s, 3H), 3.82 (s, 3H), 6.80 (d, 1H), 7.00 (d, 1H), 7.16 (s, 1H), 9.10 (s, 1H), 11.58 (brs, 1H); M/z (+) 222 (MH+). Reagents/catalysts: [Pd] (Palladium on carbon). Reactants: C(C1=CC=CC=C1)OC1=C2C=C(NC2=CC=C1OC)C(=O)OC (methyl 4-benzyloxy-5-methoxyindole-2-carboxylate). The reactants are C(CC)C=1N(C2=C(C=NC=3C=CC=CC23)N1)CCCCC(=O)O (5-(2-propyl-1H-imidazo[4,5-c]quinolin-1-yl)pentanoic acid), C(C(=O)Cl)(=O)Cl (oxalyl chloride), N1CCOCC1 (morpholine), C(C(=O)Cl)(=O)Cl (oxalyl chloride), N1CCOCC1 (morpholine). Run at time 3 hour. The product is N1(CCOCC1)C(CCCCN1C(=NC=2C=NC=3C=CC=CC3C21)CCC)=O (1-(5-morpholin-4-yl-5-oxopentyl)-2-propyl-1H-imidazo[4,5-c]quinoline). Yield: 98.8%. Reaction SMILES: [CH2:1]([C:4]1[N:5]([CH2:17][CH2:18][CH2:19][CH2:20][C:21](O)=[O:22])[C:6]2[C:15]3[CH:14]=[CH:13][CH:12]=[CH:11][C:10]=3[N:9]=[CH:8][C:7]=2[N:16]=1)[CH2:2][CH3:3].C(Cl)(=O)C(Cl)=O.[NH:30]1[CH2:35][CH2:34][O:33][CH2:32][CH2:31]1>>[N:30]1([C:21](=[O:22])[CH2:20][CH2:19][CH2:18][CH2:17][N:5]2[C:6]3[C:15]4[CH:14]=[CH:13][CH:12]=[CH:11][C:10]=4[N:9]=[CH:8][C:7]=3[N:16]=[C:4]2[CH2:1][CH2:2][CH3:3])[CH2:35][CH2:34][O:33][CH2:32][CH2:31]1. Procedure: A modification of the method described in Part F of Example 6 was used to treat 5-(2-propyl-1H-imidazo[4,5-c]quinolin-1-yl)pentanoic acid (5.14 g, 16.5 mmol) with oxalyl chloride (2.59 mL, 29.7 mmol) and morpholine (4.33 mL, 49.5 mmol). The oxalyl chloride addition was carried out at ambient temperature, and the reaction with morpholine was complete in three hours. Following the work-up procedure, 6.2 g of 1-(5-morpholin-4-yl-5-oxopentyl)-2-propyl-1H-imidazo[4,5-c]quinoline were obtained. Reactants: C[Si](O[Si](C(C)(C)C)(C)C)(C)C (Pentamethyl-t-butyl-disiloxane), S(=O)(Cl)Cl (thionyl chloride), S(=O)(Cl)Cl (thionyl chloride), Cl (hydrogen chloride), Cl (hydrogen chloride), C[Si](O[Si](C(C)(C)C)(C)C)(C)C (pentamethyl-t-butyl-disiloxane), C(CCC)N(CCCC)CCCC (tributylamine), S(=O)(Cl)Cl (thionyl chloride). Conditions: time 4 hour. Yields the product C(C)(C)(C)[Si](Cl)(C)C (t-butyldimethylchlorosilane), C[Si](Cl)(C)C (trimethylchlorosilane). Isolated yield 80.2%. As a reaction SMILES: [ClH:1].[CH3:2][Si:3]([CH3:13])([CH3:12])O[Si:5]([CH3:11])([CH3:10])[C:6]([CH3:9])([CH3:8])[CH3:7].C(N(CCCC)CCCC)CCC.S(Cl)([Cl:29])=O>>[C:6]([Si:5]([CH3:11])([CH3:10])[Cl:29])([CH3:9])([CH3:8])[CH3:7].[CH3:2][Si:3]([CH3:13])([CH3:12])[Cl:1]. Procedure: To a 1.0 l volume reaction vessel equipped with a stirring machine, a reflux condenser, a dropping funnel and an inlet pipe for hydrogen chloride gas, there were added 204 g (1.0 mole) of pentamethyl-t-butyl-disiloxane and 9.25 g (0.050 mole) of tributylamine and 143 g (1.2 mole) of thionyl chloride was introduced into the dropping funnel. Pentamethyl-t-butyl-disiloxane was reacted with thionyl chloride at room temperature by dropwise adding thionyl chloride through the dropping funnel while sup... Starting materials: N=1NC(=CC1)NC(=O)C1=NC(=C(N=C1N)C(F)(F)F)Br (3-amino-6-bromo-5-trifluoromethyl-pyrazine-2-carboxylic acid (2H-pyrazol-3-yl)-amide), N1CCOCC1 (morpholine). Product: N=1NC(=CC1)NC(=O)C1=NC(=C(N=C1N)C(F)(F)F)N1CCOCC1 (3-Amino-6-morpholin-4-yl-5-trifluoromethyl-pyrazine-2-carboxylic acid (2H-pyrazol-3-yl)-amide). RXN SMILES: [N:1]1[NH:2][C:3]([NH:6][C:7]([C:9]2[C:14]([NH2:15])=[N:13][C:12]([C:16]([F:19])([F:18])[F:17])=[C:11](Br)[N:10]=2)=[O:8])=[CH:4][CH:5]=1.[NH:21]1[CH2:26][CH2:25][O:24][CH2:23][CH2:22]1>>[N:1]1[NH:2][C:3]([NH:6][C:7]([C:9]2[C:14]([NH2:15])=[N:13][C:12]([C:16]([F:19])([F:18])[F:17])=[C:11]([N:21]3[CH2:26][CH2:25][O:24][CH2:23][CH2:22]3)[N:10]=2)=[O:8])=[CH:4][CH:5]=1. Reported procedure: A mixture comprising 3-amino-6-bromo-5-trifluoromethyl-pyrazine-2-carboxylic acid (2H-pyrazol-3-yl)-amide (Ex. 6) (42 mg, 0.120 mmol) and morpholine (1 ml, 11.3 mmol) was heated at 100-140° C. using microwave for 8 hours and 15 minutes. The reaction mixture was concentrated in vacuo and purification of the residue by preparative LC-MS afforded the title compound as a yellow solid.